From a dataset of the Open Reaction Database (ORD), a public repository of structured organic reaction records. describe an organic reaction: reactants, conditions, products, and yield Starting materials: C1=CC=C(C=C1)S(=O)(=O)N(F)S(=O)(=O)C2=CC=CC=C2 (N-fluorobenzenesulfonimide), O=C1NCCCC1C(=O)O[C@@H]1[C@H](CC[C@@H](C1)C)C(C)C ((1S,2R,5S)-5-Methyl-2-(1-methylethyl)cyclohexyl 2-oxo-3-piperidinecarboxylate), [(S)-BINAP]Pd(CH3CN)2(OTf)2. The solvent is C(C)O (ethanol). Run at temperature 0 celsius, time 24 hour. Yields the product F[C@@]1(C(NCCC1)=O)C(=O)O[C@@H]1[C@H](CC[C@@H](C1)C)C(C)C ((1S,2R,5S)-5-methyl-2-(1-methylethyl)cyclohexyl(3S)-3-fluoro-2-oxo-3-piperidinecarboxylate). Reaction SMILES: [O:1]=[C:2]1[CH:7]([C:8]([O:10][C@H:11]2[CH2:16][C@@H:15]([CH3:17])[CH2:14][CH2:13][C@@H:12]2[CH:18]([CH3:20])[CH3:19])=[O:9])[CH2:6][CH2:5][CH2:4][NH:3]1.C1C=CC(S(N(S(C2C=CC=CC=2)(=O)=O)[F:31])(=O)=O)=CC=1>C(O)C>[F:31][C@@:7]1([C:8]([O:10][C@H:11]2[CH2:16][C@@H:15]([CH3:17])[CH2:14][CH2:13][C@@H:12]2[CH:18]([CH3:20])[CH3:19])=[O:9])[CH2:6][CH2:5][CH2:4][NH:3][C:2]1=[O:1]. Procedure details: (1S,2R,5S)-5-Methyl-2-(1-methylethyl)cyclohexyl 2-oxo-3-piperidinecarboxylate (1 wt) is dissolved in ethanol (1.5 vol) and N-fluorobenzenesulfonimide (NFSI) (1.07 wt) added, followed by [(S)-BINAP]Pd(CH3CN)2(OTf)2 (0.038 wt) at 20° C. Residual NFSI and catalyst were washed in with ethanol (3 vol). The jacket is cooled to 0° C. and 2,6-lutidine (0.21 vol) charged slowly, maintaining the temperature below 20° C. The jacket temperature is then raised to 20° C. The reaction mixture is stirred for 24... Starting materials: FC1=CC2=C(N(C(N2)=O)C2CCN(CC2)C(=O)OC(C)(C)C)C=C1Br (1,1-Dimethylethyl 4-(5-fluoro-6-bromo-2-oxo-2,3-dihydro-1H-benzimidazol-1-yl)-1-piperidinecarboxylate), Cl (HCl). The solvent is C(C)O (ethanol). The product is FC1=CC2=C(N(C(N2)=O)C2CCNCC2)C=C1Br (5-Fluoro-6-bromo-1-(4-piperidinyl)-1,3-dihydro-2H-benzimidazol-2-one). As a reaction SMILES: [F:1][C:2]1[C:24]([Br:25])=[CH:23][C:5]2[N:6]([CH:10]3[CH2:15][CH2:14][N:13](C(OC(C)(C)C)=O)[CH2:12][CH2:11]3)[C:7](=[O:9])[NH:8][C:4]=2[CH:3]=1.Cl>C(O)C>[F:1][C:2]1[C:24]([Br:25])=[CH:23][C:5]2[N:6]([CH:10]3[CH2:15][CH2:14][NH:13][CH2:12][CH2:11]3)[C:7](=[O:9])[NH:8][C:4]=2[CH:3]=1. Procedure: A stirred mixture of 1,1-dimethylethyl 4-(5-fluoro-6-bromo-2-oxo-2,3-dihydro-1H-benzimidazol-1-yl)-1-piperidinecarboxylate (D45) (0.54 g, 1.3 mmole) and 6N HCl (1 ml) in ethanol (15 ml) was heated to reflux temperature for 4 hrs. The mixture was concentrated to dryness under vacuum and the residue treated with aq. sodium carbonate and extracted with ethyl acetate. The organic extract was dried (MgSO4) and concentrated to dryness under vacuum to afford the title compound as pale buff powder, 0.35... Isolated yield 70.2%. The product is COC=1C=C2CN(CC2=CC1)C1=C(C(=C2C(C(=CN(C2=C1F)C1CC1)C(=O)O)=O)N)F (7-(5-methoxy-2-isoindolinyl)-1-cyclopropyl-5-amino-6,8-difluoro-1,4-dihydro-4-oxoquinoline-3-carboxylic acid). Starting materials: C1(CC1)N1C=C(C(C2=C(C(=C(C(=C12)F)F)F)N)=O)C(=O)O (1-cyclopropyl-5-amino-6,7,8-trifluoro-1,4-dihydro-4-oxoquinoline-3-carboxylic acid), COC=1C=C2CNCC2=CC1 (5-methoxyisoindoline), C1CCC2=NCCCN2CC1 (DBU). RXN SMILES: [CH:1]1([N:4]2[C:13]3[C:8](=[C:9]([NH2:17])[C:10]([F:16])=[C:11](F)[C:12]=3[F:14])[C:7](=[O:18])[C:6]([C:19]([OH:21])=[O:20])=[CH:5]2)[CH2:3][CH2:2]1.[CH3:22][O:23][C:24]1[CH:25]=[C:26]2[C:30](=[CH:31][CH:32]=1)[CH2:29][NH:28][CH2:27]2.C1CCN2C(=NCCC2)CC1>CN(C=O)C>[CH3:22][O:23][C:24]1[CH:25]=[C:26]2[C:30](=[CH:31][CH:32]=1)[CH2:29][N:28]([C:11]1[C:12]([F:14])=[C:13]3[C:8]([C:7](=[O:18])[C:6]([C:19]([OH:21])=[O:20])=[CH:5][N:4]3[CH:1]3[CH2:3][CH2:2]3)=[C:9]([NH2:17])[C:10]=1[F:16])[CH2:27]2. Reported procedure: 298 mg of 1-cyclopropyl-5-amino-6,7,8-trifluoro-1,4-dihydro-4-oxoquinoline-3-carboxylic acid, 230 mg of 5-methoxyisoindoline, 300 mg of DBU, and 2 ml of anhydrous DMF were processed in the same manner as in Example 20 to produce 300 mg of the target compound. The solvent is CN(C)C=O (DMF). Reactants: C1(=CC=C(C=C1)C#N)C (p-tolunitrile), O1CCCC1 (tetrahydrofuran), C(C)OC=1C=C(C=CC1)NC(=N)C1=CC=C(C=C1)C (N-(3-Ethoxyphenyl)-4-methylbenzenecarboxamidine), C[Si](C)(C)[N-][Si](C)(C)C.[Na+] (sodium bis(trimethylsilyl)amide), C(C)OC=1C=C(N)C=CC1 (3-ethoxyaniline), O1CCCC1 (tetrahydrofuran). Run in [Cl-].[Na+].O (brine), ClCCl (dichloromethane). Run at time 20 minute. The product is C(C)OC=1C=C(C=CC1)N1C(=NC(=C1)C(=O)O)C1=CC=C(C=C1)C (1-(3-Ethoxyphenyl)-2-(4-methylphenyl)-1H-imidazole-4-carboxylic acid). Reaction SMILES: [CH2:1]([O:3][C:4]1[CH:5]=[C:6]([NH:10][C:11]([C:13]2[CH:18]=[CH:17][C:16]([CH3:19])=[CH:15][CH:14]=2)=[NH:12])[CH:7]=[CH:8][CH:9]=1)[CH3:2].C[Si]([N-][Si](C)(C)C)(C)C.[Na+].C([O:32][C:33]1C=C(C=[CH:38][CH:39]=1)N)C.C1(C)C=CC(C#N)=CC=1.[O:49]1CCCC1>[Cl-].[Na+].O.ClCCl>[CH2:1]([O:3][C:4]1[CH:5]=[C:6]([N:10]2[CH:38]=[C:39]([C:33]([OH:32])=[O:49])[N:12]=[C:11]2[C:13]2[CH:14]=[CH:15][C:16]([CH3:19])=[CH:17][CH:18]=2)[CH:7]=[CH:8][CH:9]=1)[CH3:2] |f:1.2,6.7.8|. Reported procedure: N-(3-Ethoxyphenyl)-4-methylbenzenecarboxamidine To a solution of 2.2 ml (4.4 mmol) of 2.0 M (in tetrahydrofuran) sodium bis(trimethylsilyl)amide in 5.0 mL of tetrahydrofuran at ambient temperature was added 0.52 mL (4.0 mmol) of 3-ethoxyaniline and the resulting solution was stirred for 20 min. To this reaction mixture was slowly added a solution of 0.47 g (4.0 mmol) of p-tolunitrile in 2.0 mL of tetrahydrofuran. The resulting mixture was stirred at ambient temperature for 5 hrs and then poured ... Starting materials: ClC=1N=C(C2=C(N1)CCCS2)N2CCCC2 (2-chloro-4-pyrrolidino-7,8-dihydro-6H-thiopyrano[3,2-d]pyrimidine), N1CCNCC1 (piperazine). Run in C1=CC=CC=C1 (benzene). Yields the product N1(CCNCC1)C=1N=C(C2=C(N1)CCCS2)N2CCCC2 (2-piperazino-4-pyrrolidino-7,8-dihydro-6H-thiopyrano[3,2-d]pyrimidine). Yield: 61.1%. Reaction SMILES: Cl[C:2]1[N:3]=[C:4]([N:12]2[CH2:16][CH2:15][CH2:14][CH2:13]2)[C:5]2[S:11][CH2:10][CH2:9][CH2:8][C:6]=2[N:7]=1.[NH:17]1[CH2:22][CH2:21][NH:20][CH2:19][CH2:18]1>C1C=CC=CC=1>[N:17]1([C:2]2[N:3]=[C:4]([N:12]3[CH2:16][CH2:15][CH2:14][CH2:13]3)[C:5]3[S:11][CH2:10][CH2:9][CH2:8][C:6]=3[N:7]=2)[CH2:22][CH2:21][NH:20][CH2:19][CH2:18]1. Reported procedure: 10 g of 2-chloro-4-pyrrolidino-7,8-dihydro-6H-thiopyrano[3,2-d]pyrimidine, 10 g of piperazine and 50 ml of benzene were heated at a bath temperature of 70°-80° C. for 4 hours. The solvent was then distilled off and the resulting residue was dissolved in dichloromethane. The solution was washed with water and dried. The solvent was distilled off and the resulting crystals were washed thoroughly with diethyl ether to obtain 7.3 g (61% yield) of 2-piperazino-4-pyrrolidino-7,8-dihydro-6H-thiopyrano[... Reactants: [BH3-]C#N, CCCOC(=O)Nc1c(C)cc(NCc2ccc(C(F)(F)F)c(F)c2)cc1C, C=O, CO, [Na+], O. Product: CCCOC(=O)Nc1c(C)cc(N(C)Cc2ccc(C(F)(F)F)c(F)c2)cc1C. Reaction SMILES: [C:31]([BH3-:32])#[N:33].[CH2:1]([CH2:2][CH3:3])[O:4][C:5]([NH:6][c:7]1[c:8]([CH3:27])[cH:9][c:10]([NH:14][CH2:15][c:16]2[cH:17][c:18]([F:26])[c:19]([C:22]([F:23])([F:24])[F:25])[cH:20][cH:21]2)[cH:11][c:12]1[CH3:13])=[O:28].[CH2:29]=[O:30].[CH3:36][OH:37].[Na+:34].[OH2:35]>>[CH2:1]([CH2:2][CH3:3])[O:4][C:5]([NH:6][c:7]1[c:8]([CH3:27])[cH:9][c:10]([N:14]([CH2:15][c:16]2[cH:17][c:18]([F:26])[c:19]([C:22]([F:23])([F:24])[F:25])[cH:20][cH:21]2)[CH3:31])[cH:11][c:12]1[CH3:13])=[O:28]. As a reaction SMILES: [CH3:22][OH:23].[Cl:1][c:2]1[cH:3][c:4]([C:8](=[CH:9][c:10]2[n:11][cH:12][n:13][cH:14][cH:15]2)[OH:16])[cH:5][cH:6][cH:7]1.[ClH:17].[NH2:18][OH:19].[Na+:21].[OH-:20]>>[Cl:1][c:2]1[cH:3][c:4]([C:8]([CH2:9][c:10]2[n:11][cH:12][n:13][cH:14][cH:15]2)=[N:18][OH:19])[cH:5][cH:6][cH:7]1. The product is ON=C(Cc1ccncn1)c1cccc(Cl)c1. Starting materials: CO, OC(=Cc1ccncn1)c1cccc(Cl)c1, Cl, NO, [Na+], [OH-].